This data is from the Open Reaction Database (ORD), a public repository of structured organic reaction records. The task is: describe an organic reaction: reactants, conditions, products, and yield Reactants: BrCCC1OCCO1 (2(2-bromoethyl)-1,3-dioxolane), C1(CCC2=CC=CC=C12)C#N (1-indanecarbonitrile), [Li+].C[Si](C)(C)[N-][Si](C)(C)C (LHMDS). Solvent: C1CCOC1 (THF). Conditions: temperature 0 celsius, time 20 minute. Yields the product O1C(OCC1)CCC1(CCC2=CC=CC=C12)C#N (1-[2-(1,3-dioxolan-2-yl)ethyl]-1-indanecarbonitrile). As a reaction SMILES: Br[CH2:2][CH2:3][CH:4]1[O:8][CH2:7][CH2:6][O:5]1.[CH:9]1([C:18]#[N:19])[C:17]2[C:12](=[CH:13][CH:14]=[CH:15][CH:16]=2)[CH2:11][CH2:10]1.[Li+].C[Si]([N-][Si](C)(C)C)(C)C>C1COCC1>[O:5]1[CH2:6][CH2:7][O:8][CH:4]1[CH2:3][CH2:2][C:9]1([C:18]#[N:19])[C:17]2[C:12](=[CH:13][CH:14]=[CH:15][CH:16]=2)[CH2:11][CH2:10]1 |f:2.3|. Reported procedure: 2(2-bromoethyl)-1,3-dioxolane (14.09 ml, 120.1 mmole) was added to a solution of 1-indanecarbonitrile (15.63 g, 109.2 mmole) in 100 ml of THF and cooled to 0° C. After the dropwise addition of 1M LHMDS (120 ml) the solution was stirred at 0° C. for 20 min then at room temperature for 20 min. After the removal of solvent the residue was flashed of silica using 15% EtOAc and Hexanes to afford 1-[2-(1,3-dioxolan-2-yl)ethyl]-1-indanecarbonitrile as a thick oil. The reactants are CCNC(=O)c1ccc(-n2nnc(C(=O)NC3CC3)c2COS(C)(=O)=O)cc1, CCOC(C)=O, [K+], O=C1[N-]C(=O)c2ccccc21, CN(C)C=O. The product is CCNC(=O)c1ccc(-n2nnc(C(=O)NC3CC3)c2CN2C(=O)c3ccccc3C2=O)cc1. As a reaction SMILES: [CH3:1][S:2]([O:3][CH2:6][c:7]1[c:8]([C:23](=[O:24])[NH:25][CH:26]2[CH2:27][CH2:28]2)[n:9][n:10][n:11]1-[c:12]1[cH:13][cH:14][c:15]([C:18](=[O:19])[NH:20][CH2:21][CH3:22])[cH:16][cH:17]1)(=[O:4])=[O:5].[CH3:46][CH2:47][O:48][C:49](=[O:50])[CH3:51].[K+:40].[O:29]=[C:30]1[N-:31][C:32](=[O:39])[c:33]2[cH:34][cH:35][cH:36][cH:37][c:38]21.[O:41]=[CH:42][N:43]([CH3:44])[CH3:45]>>[CH2:6]([c:7]1[c:8]([C:23](=[O:24])[NH:25][CH:26]2[CH2:27][CH2:28]2)[n:9][n:10][n:11]1-[c:12]1[cH:13][cH:14][c:15]([C:18](=[O:19])[NH:20][CH2:21][CH3:22])[cH:16][cH:17]1)[N:31]1[C:30](=[O:29])[c:38]2[c:33]([cH:34][cH:35][cH:36][cH:37]2)[C:32]1=[O:39]. Starting materials: O[C@]1(C[C@@H](CCC1)C)CNC(=O)C=1C=2C=CC(=NC2C=CC1Cl)Cl (2,6-dichloro-quinoline-5-carboxylic acid ((1R,3R)-1-hydroxy-3methyl-cyclohexylmethyl)-amide), CCN(C(C)C)C(C)C (DIPEA), F[C@@H]1CNCC1 ((S)-3-fluoropyrrolidine). Yields the product O[C@]1(C[C@@H](CCC1)C)CNC(=O)C=1C=2C=CC(=NC2C=CC1Cl)N1C[C@H](CC1)F (6-Chloro-2-(3-(S)-fluoropyrrolidin-1-yl)-quinoline-5-carboxylic acid ((1R,3R)-1-hydroxy-3-methyl-cyclohexylmethyl)-amide). RXN SMILES: [OH:1][C@:2]1([CH2:9][NH:10][C:11]([C:13]2[C:14]3[CH:15]=[CH:16][C:17](Cl)=[N:18][C:19]=3[CH:20]=[CH:21][C:22]=2[Cl:23])=[O:12])[CH2:7][CH2:6][CH2:5][C@@H:4]([CH3:8])[CH2:3]1.CCN(C(C)C)C(C)C.[F:34][C@H:35]1[CH2:39][CH2:38][NH:37][CH2:36]1>>[OH:1][C@:2]1([CH2:9][NH:10][C:11]([C:13]2[C:14]3[CH:15]=[CH:16][C:17]([N:37]4[CH2:38][CH2:39][C@H:35]([F:34])[CH2:36]4)=[N:18][C:19]=3[CH:20]=[CH:21][C:22]=2[Cl:23])=[O:12])[CH2:7][CH2:6][CH2:5][C@@H:4]([CH3:8])[CH2:3]1. Procedure details: The title compound was synthesized according to the procedure described in example 1 using 2,6-dichloro-quinoline-5-carboxylic acid ((1R,3R)-1-hydroxy-3methyl-cyclohexylmethyl)-amide, DIPEA and (S)-3-fluoropyrrolidine. 1H NMR (400 MHz, DMSO-d6) δ ppm 8.75 (1H), 7.85 (m, 1H), 7.58 (2H), 7.05 (1H), 5.43-5.56 (1H), 4.16 (s, 1H), 3.89 (m, 2H), 3.70 (m, 1H), 3.55 (m, 1H), 3.26 (m, 2H), 2.44 (m, 2H), 2.06 (m, 2H), 1.85 (m, 2H), 1.74-1.76 (m, 5H), 1.27-1.32 (m, 1H), 0.83 (d, 3H). m/z: 420 [M+H] Starting materials: FC1=CC=C(C=C1)C=1C(=NC=NC1N1CCC(CC1)C=1N(C=C(N1)C1=CC(=C(C=C1)F)C(F)(F)F)C)N (5-(4-fluoro-phenyl)-6-{4-[4-(4-fluoro-3-trifluoromethyl-phenyl)-1-methyl-1H-imidazol-2-yl]-piperidin-1-yl}-pyrimidin-4-ylamine), FC=1C=C(C=CC1)B(O)O (3-fluorophenylboronic acid). Yields the product FC=1C=C(C=CC1)C=1C(=NC=NC1N1CCC(CC1)C=1N(C=C(N1)C1=CC(=C(C=C1)F)C(F)(F)F)C)N (5-(3-Fluoro-phenyl)-6-{4-[4-(4-fluoro-3-trifluoromethyl-phenyl)-1-methyl-1H-imidazol-2-yl]-piperidin-1-yl}-pyrimidin-4-ylamine). Reaction SMILES: FC1C=CC([C:8]2[C:9]([NH2:37])=[N:10][CH:11]=[N:12][C:13]=2[N:14]2[CH2:19][CH2:18][CH:17]([C:20]3[N:21]([CH3:36])[CH:22]=[C:23]([C:25]4[CH:30]=[CH:29][C:28]([F:31])=[C:27]([C:32]([F:35])([F:34])[F:33])[CH:26]=4)[N:24]=3)[CH2:16][CH2:15]2)=CC=1.[F:38][C:39]1[CH:40]=[C:41](B(O)O)[CH:42]=[CH:43][CH:44]=1>>[F:38][C:39]1[CH:44]=[C:43]([C:8]2[C:9]([NH2:37])=[N:10][CH:11]=[N:12][C:13]=2[N:14]2[CH2:15][CH2:16][CH:17]([C:20]3[N:21]([CH3:36])[CH:22]=[C:23]([C:25]4[CH:30]=[CH:29][C:28]([F:31])=[C:27]([C:32]([F:33])([F:35])[F:34])[CH:26]=4)[N:24]=3)[CH2:18][CH2:19]2)[CH:42]=[CH:41][CH:40]=1. Reported procedure: The title compound was prepared in an analogous manner as 5-(4-fluoro-phenyl)-6-{4-[4-(4-fluoro-3-trifluoromethyl-phenyl)-1-methyl-1H-imidazol-2-yl]-piperidin-1-yl}-pyrimidin-4-ylamine using 3-fluorophenylboronic acid instead of 4-fluorophenylboronic acid. LC-MS: (M+1=515, obsd.=515). The reactants are COC(=O)c1sc(Cl)nc1C(C)=O, Cc1ccccc1, ClCCl. Product: COC(=O)c1sc(Cl)nc1C(C)(C)O. As a reaction SMILES: [C:1]([CH3:2])(=[O:3])[c:4]1[n:5][c:6]([Cl:13])[s:7][c:8]1[C:9](=[O:10])[O:11][CH3:12].[CH3:14][c:15]1[cH:16][cH:17][cH:18][cH:19][cH:20]1.[Cl:21][CH2:22][Cl:23]>>[C:1]([CH3:2])([OH:3])([c:4]1[n:5][c:6]([Cl:13])[s:7][c:8]1[C:9](=[O:10])[O:11][CH3:12])[CH3:14]. The reactants are [Cr](=O)(=O)([O-])[O-].[Na+].[Na+] (sodium chromate), Na2Cr2O7, C([C@@H]1[C@H]([C@@H]([C@H]([C@H](O1)O[C@]2([C@H]([C@@H]([C@H](O2)CO)O)O)CO)O)O)O)O (sucrose), S(=O)(=O)(O)[O-].[Na+] (sodium hydrogen sulfate), Na2CrO4. The product is S(=O)(=O)([O-])[O-].[Cr+3].S(=O)(=O)([O-])[O-].S(=O)(=O)([O-])[O-].[Cr+3] (chromium sulfate). Reaction SMILES: [Cr:1]([O-])([O-])(=O)=O.[Na+].[Na+].[S:8]([O-:12])([OH:11])(=[O:10])=[O:9].[Na+].C(O)[C@H]1O[C@H](O[C@]2(CO)O[C@H](CO)[C@@H](O)[C@@H]2O)[C@H](O)[C@@H](O)[C@@H]1O>>[S:8]([O-:12])([O-:11])(=[O:10])=[O:9].[Cr+3:1].[S:8]([O-:12])([O-:11])(=[O:10])=[O:9].[S:8]([O-:12])([O-:11])(=[O:10])=[O:9].[Cr+3:1] |f:0.1.2,3.4,6.7.8.9.10|. Procedure details: The neutral solution of sodium chromate was poured into an acidating tank, and again the above-mentioned sodium hydrogen sulfate was added, to neutralize to Ph=1.5-2.0, which converted Na2CrO4 to Na2Cr2O7. Next, 2.181 Kg of sucrose crystals were added slowly while continuously agitating to form basic chromium sulfate. No Cr+6 was detected indicating that the reductive reaction had proceeded to completion.